From a dataset of the Open Reaction Database (ORD), a public repository of structured organic reaction records. describe an organic reaction: reactants, conditions, products, and yield Reactants: ClC1=NC=NC(=C1)Cl (4,6-dichloropyrimidine), COC1=C(C=CC=C1)B(O)O (2-methoxyphenyl boronic acid), C(C)#N (acetonitrile), C([O-])([O-])=O.[Na+].[Na+] (sodium carbonate). Reagents/catalysts: C=1C=CC(=CC1)[P](C=2C=CC=CC2)(C=3C=CC=CC3)[Pd]([P](C=4C=CC=CC4)(C=5C=CC=CC5)C=6C=CC=CC6)([P](C=7C=CC=CC7)(C=8C=CC=CC8)C=9C=CC=CC9)[P](C=1C=CC=CC1)(C=1C=CC=CC1)C=1C=CC=CC1 (Pd(PPh3)4). The solvent is C(=O)(O)[O-].[Na+] (NaHCO3). Reaction conditions: temperature 80 celsius. Yields the product ClC1=NC=NC(=C1)C1=C(C=CC=C1)OC (4-chloro-6-(2-methoxy-phenyl)-pyrimidine). RXN SMILES: [Cl:1][C:2]1[CH:7]=[C:6](Cl)[N:5]=[CH:4][N:3]=1.[CH3:9][O:10][C:11]1[CH:16]=[CH:15][CH:14]=[CH:13][C:12]=1B(O)O.C(#N)C.C(=O)([O-])[O-].[Na+].[Na+]>C([O-])(O)=O.[Na+].C1C=CC([P]([Pd]([P](C2C=CC=CC=2)(C2C=CC=CC=2)C2C=CC=CC=2)([P](C2C=CC=CC=2)(C2C=CC=CC=2)C2C=CC=CC=2)[P](C2C=CC=CC=2)(C2C=CC=CC=2)C2C=CC=CC=2)(C2C=CC=CC=2)C2C=CC=CC=2)=CC=1>[Cl:1][C:2]1[CH:7]=[C:6]([C:12]2[CH:13]=[CH:14][CH:15]=[CH:16][C:11]=2[O:10][CH3:9])[N:5]=[CH:4][N:3]=1 |f:3.4.5,6.7,^1:37,39,58,77|. Procedure: To a 250 ml round bottomed flask was added 4,6-dichloropyrimidine (2.67 g, 17.95 mmol), 2-methoxyphenyl boronic acid (3.00 g, 19.7 mmol), acetonitrile (50 ml) and sodium carbonate (2.95 g, 26.9 mmol). The mixture was sparged with nitrogen for 15 minutes, Pd(PPh3)4 (0.48 g, 0.41 mmol) was then added, and the resulting yellow mixture was heated under an atmosphere of nitrogen at 80° C. for 48 hours. After cooling, the solution was diluted with aqueous NaHCO3 and extracted with dichloromethane. The...